Dataset: the Open Reaction Database (ORD), a public repository of structured organic reaction records. Task: describe an organic reaction: reactants, conditions, products, and yield The reactants are CCCCCCCCCCCCCCCCOc1ccc(OCC(=O)Nc2ccccc2CBr)cc1, Cc1cncs1, Cc1ccccc1. Yields the product [Br-], CCCCCCCCCCCCCCCCOc1ccc(OCC(=O)Nc2ccccc2C[n+]2csc(C)c2)cc1. Reaction SMILES: [Br:1][CH2:2][c:3]1[c:4]([NH:9][C:10]([CH2:11][O:12][c:13]2[cH:14][cH:15][c:16]([O:19][CH2:20][CH2:21][CH2:22][CH2:23][CH2:24][CH2:25][CH2:26][CH2:27][CH2:28][CH2:29][CH2:30][CH2:31][CH2:32][CH2:33][CH2:34][CH3:35])[cH:17][cH:18]2)=[O:36])[cH:5][cH:6][cH:7][cH:8]1.[CH3:37][c:38]1[cH:39][n:40][cH:41][s:42]1.[CH3:43][c:44]1[cH:45][cH:46][cH:47][cH:48][cH:49]1>>[Br-:1].[CH2:2]([c:3]1[c:4]([NH:9][C:10]([CH2:11][O:12][c:13]2[cH:14][cH:15][c:16]([O:19][CH2:20][CH2:21][CH2:22][CH2:23][CH2:24][CH2:25][CH2:26][CH2:27][CH2:28][CH2:29][CH2:30][CH2:31][CH2:32][CH2:33][CH2:34][CH3:35])[cH:17][cH:18]2)=[O:36])[cH:5][cH:6][cH:7][cH:8]1)[n+:40]1[cH:39][c:38]([CH3:37])[s:42][cH:41]1. Reactants: O1CCC2=C1C(=CC=C2)C(CC(C(F)(F)F)=O)(C)C (4-(2,3-dihydrobenzofuran-7-yl)-1,1,1-trifluoro-4-methylpentan-2-one), ClCl (chlorine), ClCl (Cl2), ClCl (Cl2), ketones. The solvent is C(C)(=O)O (acetic acid), C(C)(=O)O (acetic acid). The product is ClC=1C=C(C2=C(CCO2)C1)C(CC(C(F)(F)F)=O)(C)C (4-(5-Chloro-2,3-dihydrobenzofuran-7-yl)-1,1,1-trifluoro-4-methylpentan-2-one). Reaction SMILES: [O:1]1[C:5]2[C:6]([C:10]([CH3:19])([CH3:18])[CH2:11][C:12](=[O:17])[C:13]([F:16])([F:15])[F:14])=[CH:7][CH:8]=[CH:9][C:4]=2[CH2:3][CH2:2]1.[Cl:20]Cl>C(O)(=O)C>[Cl:20][C:8]1[CH:7]=[C:6]([C:10]([CH3:19])([CH3:18])[CH2:11][C:12](=[O:17])[C:13]([F:15])([F:16])[F:14])[C:5]2[O:1][CH2:2][CH2:3][C:4]=2[CH:9]=1. Procedure: A solution of 4-(2,3-dihydrobenzofuran-7-yl)-1,1,1-trifluoro-4-methylpentan-2-one (20.8 g, 76.2 mmol) in 200 mL of acetic acid was treated with a solution of chlorine gas (Cl2) in acetic acid (prepared by bubbling chlorine gas into acetic acid, ˜1.19 M). The reaction was monitored by 1H-NMR. The ratio of the starting material to product was determined based on the integration of CH2 signal of the respective ketones (starting material: δ=3.32 ppm; product: δ=3.32 ppm). The concentration of the Cl... Reactants: CC=1C=C(C=CC1)N=C=O (3-Methylphenyl isocyanate), NCC(=O)N(C1=CC(=CC=C1)Cl)CC(=O)OC(C)(C)C (tert-butyl 2-[2-amino-N-(3-chlorophenyl)acetamido]-acetate). Solvent: O1CCCC1 (tetrahydrofuran). Run at temperature 20 celsius, time 4 hour. Yields the product ClC=1C=C(C=CC1)N(C(CNC(=O)NC1=CC(=CC=C1)C)=O)CC(=O)OC(C)(C)C (tert-butyl 2-{N-(3-chlorophenyl)-2-[3-(3-methylphenyl)ureido]acetamido}acetate). The yield is 44.3%. Reaction SMILES: [CH3:1][C:2]1[CH:3]=[C:4]([N:8]=[C:9]=[O:10])[CH:5]=[CH:6][CH:7]=1.[NH2:11][CH2:12][C:13]([N:15]([CH2:23][C:24]([O:26][C:27]([CH3:30])([CH3:29])[CH3:28])=[O:25])[C:16]1[CH:21]=[CH:20][CH:19]=[C:18]([Cl:22])[CH:17]=1)=[O:14]>O1CCCC1>[Cl:22][C:18]1[CH:17]=[C:16]([N:15]([CH2:23][C:24]([O:26][C:27]([CH3:30])([CH3:29])[CH3:28])=[O:25])[C:13](=[O:14])[CH2:12][NH:11][C:9]([NH:8][C:4]2[CH:5]=[CH:6][CH:7]=[C:2]([CH3:1])[CH:3]=2)=[O:10])[CH:21]=[CH:20][CH:19]=1. Procedure: 3-Methylphenyl isocyanate (0.6 g) is added at a temperature in the region of 20° C. to a solution of tert-butyl 2-[2-amino-N-(3-chlorophenyl)acetamido]-acetate (1.25 g) in anhydrous tetrahydrofuran (20 cc). The solution obtained is stirred for 4 hours at a temperature in the region of 20° C and then concentrated to dryness under reduced pressure (2.7 kPa) at 40° C. The residual oil is purified by chromatography on silica (0.063-0.2 mm) (150 g) contained in a column 2 cm in diameter [eluent: ethy... Starting materials: C(=O)(OC(C)(C)C)N1CCC(CC1)OC1=CC(=C(C=C1)C1(CCCC1)C(=O)N1CCC(CC1)N1C(OCC2=C1C=CC=C2)=O)OC (1-(1-(1-(4-(N-Boc-4-piperidinyloxy)-2-methoxyphenyl)cyclopentyl-carbonyl)piperidin-4-yl)-4H-3,1-benzoxazin-2(1H)-one), Cl (HCl). The solvent is CCOC(=O)C (EtOAc). Run at time 1 hour. The product is N1CCC(CC1)OC1=CC(=C(C=C1)C1(CCCC1)C(=O)N1CCC(CC1)N1C(OCC2=C1C=CC=C2)=O)OC (1-(1-(1-(4-(4-piperidinyloxy)-2-methoxyphenyl)cyclopentylcarbonyl)piperidin-4-yl)-4H-3,1-benzoxazin-2(1H)-one). RXN SMILES: C([N:8]1[CH2:13][CH2:12][CH:11]([O:14][C:15]2[CH:20]=[CH:19][C:18]([C:21]3([C:26]([N:28]4[CH2:33][CH2:32][CH:31]([N:34]5[C:39]6[CH:40]=[CH:41][CH:42]=[CH:43][C:38]=6[CH2:37][O:36][C:35]5=[O:44])[CH2:30][CH2:29]4)=[O:27])[CH2:25][CH2:24][CH2:23][CH2:22]3)=[C:17]([O:45][CH3:46])[CH:16]=2)[CH2:10][CH2:9]1)(OC(C)(C)C)=O.Cl>CCOC(C)=O>[NH:8]1[CH2:13][CH2:12][CH:11]([O:14][C:15]2[CH:20]=[CH:19][C:18]([C:21]3([C:26]([N:28]4[CH2:29][CH2:30][CH:31]([N:34]5[C:39]6[CH:40]=[CH:41][CH:42]=[CH:43][C:38]=6[CH2:37][O:36][C:35]5=[O:44])[CH2:32][CH2:33]4)=[O:27])[CH2:22][CH2:23][CH2:24][CH2:25]3)=[C:17]([O:45][CH3:46])[CH:16]=2)[CH2:10][CH2:9]1. Procedure: Into a solution of 1-(1-(1-(4-(N-Boc-4-piperidinyloxy)-2-methoxyphenyl)cyclopentylcarbonyl)-piperidin-4-yl)-4H-3,1-benzoxazin-2(1H)-one (0.15 g, 0.24 mmol) from Step 9 above in EtOAc (10 mL) at 0° C. was bubbled HCl gas for 10 min. The solution was warmed to ambient temperature and stirred for 1 h. The solvent was removed under reduced pressure to give the title compound as an amorphous solid. The reactants are C1=C(C=CC2=CC=CC=C12)C(=O)N (2-naphthalenecarboxamide), ClCC(=O)CCl (1,3-dichloroacetone). Product: ClCC=1N=C(OC1)C1=CC2=CC=CC=C2C=C1 (4-chloromethyl-2-(2-naphthyl)oxazole). Yield: 68.0%. As a reaction SMILES: [CH:1]1[C:10]2[C:5](=[CH:6][CH:7]=[CH:8][CH:9]=2)[CH:4]=[CH:3][C:2]=1[C:11]([NH2:13])=[O:12].[Cl:14][CH2:15][C:16]([CH2:18]Cl)=O>>[Cl:14][CH2:15][C:16]1[N:13]=[C:11]([C:2]2[CH:3]=[CH:4][C:5]3[C:10](=[CH:9][CH:8]=[CH:7][CH:6]=3)[CH:1]=2)[O:12][CH:18]=1. Procedure: In substantially the same manner as in Reference Example 31, 2-naphthalenecarboxamide was allowed to react with 1,3-dichloroacetone to give 4-chloromethyl-2-(2-naphthyl)oxazole. The yield was 68%. Recrystallization from ethyl acetate-hexane gave colorless prisms, mp 116-117° C. Reactants: CC1=NC(=CC(=N1)C)Cl (2,4-dimethyl-6-chloropyrimidine), ClC1=CC(=CC=C1)C(=O)OO (metachloroperbenzoic acid). Solvent: ClCCl (dichloromethane). Conditions: temperature 5 celsius, time 24 hour. The product is CC1=NC(=CC(=[N+]1[O-])C)Cl (2,4-dimethyl-6-chloropyrimidine 3-oxide). RXN SMILES: [CH3:1][C:2]1[N:7]=[C:6]([CH3:8])[CH:5]=[C:4]([Cl:9])[N:3]=1.ClC1C=CC=C(C(OO)=[O:18])C=1>ClCCl>[CH3:1][C:2]1[N+:7]([O-:18])=[C:6]([CH3:8])[CH:5]=[C:4]([Cl:9])[N:3]=1. Procedure: 20 g (14.03×10-2 mol) of 2,4-dimethyl-6-chloropyrimidine are dissolved in 300 ml of dichloromethane in a 500 ml three-necked flask fitted with a thermometer and a magnetic stirrer. The mixture is cooled to 5° C. and 65.3 g of 55% metachloroperbenzoic acid, which is about 1.5 equivalents, are then added in solid portions. The reaction mixture is then stirred for 24 hours at ambient temperature (25° C.) and then filtered through a 3 frit. The filtrate is washed with 150 ml of a 6% aqueous sodium h...